From a dataset of the Open Reaction Database (ORD), a public repository of structured organic reaction records. describe an organic reaction: reactants, conditions, products, and yield The reactants are Cu, IC=1SC=CC1 (2-iodo-thiophene). Run in CN(C)C=O (DMF), 3-necks-bottle. Yields the product S1C(=CC=C1)C=1SC=CC1 (2,2'-bithiophene), 5',2"-terthiophene. Yield: 2.0%. As a reaction SMILES: I[C:2]1[S:3][CH:4]=[CH:5][CH:6]=1>CN(C=O)C>[S:3]1[CH:4]=[CH:5][CH:6]=[C:2]1[C:2]1[S:3][CH:4]=[CH:5][CH:6]=1. Procedure details: 21 g of 2-iodo-thiophene was dissolved in 50 ml of DMF in 3-necks-bottle (250 ml). 10 g of Cu powder was then added into the solution and refluxed for 15 hours. Then the solution was filtered and the DMF was removed under reduced pressure. The crude product was further purified by column chromatography and both 2,2'-bithiophene (97%) as well as 2,2':5',2"-terthiophene (2%) were obtained.